From a dataset of the Open Reaction Database (ORD), a public repository of structured organic reaction records. describe an organic reaction: reactants, conditions, products, and yield As a reaction SMILES: [Br:1][c:2]1[cH:3][cH:4][cH:5][c:6]2[cH:7][cH:8][c:9](-[c:12]3[cH:13][cH:14][cH:15][c:16]4[cH:17][cH:18][cH:19][cH:20][c:21]34)[n:10][c:11]12.[CH3:63][C:64]([CH3:65])([O-:66])[CH3:67].[CH3:70][c:71]1[cH:72][cH:73][cH:74][cH:75][cH:76]1.[CH:22]([CH3:23])([CH3:24])[c:25]1[c:26]([NH2:27])[c:28]([CH:32]([CH3:33])[CH3:34])[cH:29][cH:30][cH:31]1.[CH:35]1([P:36]([CH:37]2[CH2:38][CH2:39][CH2:40][CH2:41][CH2:42]2)[c:43]2[cH:44][cH:45][cH:46][cH:47][c:48]2-[c:49]2[cH:50][cH:51][cH:52][cH:53][c:54]2[N:55]([CH3:56])[CH3:57])[CH2:58][CH2:59][CH2:60][CH2:61][CH2:62]1.[Na+:68].[OH2:69]>>[c:2]1([NH:27][c:26]2[c:25]([CH:22]([CH3:23])[CH3:24])[cH:31][cH:30][cH:29][c:28]2[CH:32]([CH3:33])[CH3:34])[cH:3][cH:4][cH:5][c:6]2[cH:7][cH:8][c:9](-[c:12]3[cH:13][cH:14][cH:15][c:16]4[cH:17][cH:18][cH:19][cH:20][c:21]34)[n:10][c:11]12. The reactants are Brc1cccc2ccc(-c3cccc4ccccc34)nc12, CC(C)(C)[O-], Cc1ccccc1, CC(C)c1cccc(C(C)C)c1N, CN(C)c1ccccc1-c1ccccc1P(C1CCCCC1)C1CCCCC1, [Na+], O. The product is CC(C)c1cccc(C(C)C)c1Nc1cccc2ccc(-c3cccc4ccccc34)nc12. The product is COC(=O)C(CC1CCCC1)c1ccc(S(C)(=O)=O)c(-n2nnnc2C)c1. Reaction SMILES: [BH4-:28].[CH3:1][O:2][C:3]([C:4](=[CH:5][CH:6]1[CH2:7][CH2:8][CH2:9][CH2:10]1)[c:11]1[cH:12][c:13](-[n:21]2[n:22][n:23][n:24][c:25]2[CH3:26])[c:14]([S:17](=[O:18])(=[O:19])[CH3:20])[cH:15][cH:16]1)=[O:27].[CH3:30][OH:31].[Na+:29].[Ni:38]([Cl:39])[Cl:40].[OH2:32].[OH2:33].[OH2:34].[OH2:35].[OH2:36].[OH2:37]>>[CH3:1][O:2][C:3]([CH:4]([CH2:5][CH:6]1[CH2:7][CH2:8][CH2:9][CH2:10]1)[c:11]1[cH:12][c:13](-[n:21]2[n:22][n:23][n:24][c:25]2[CH3:26])[c:14]([S:17](=[O:18])(=[O:19])[CH3:20])[cH:15][cH:16]1)=[O:27]. Starting materials: [BH4-], COC(=O)C(=CC1CCCC1)c1ccc(S(C)(=O)=O)c(-n2nnnc2C)c1, CO, [Na+], Cl[Ni]Cl, O, O, O, O, O, O. The reactants are N1C(CC2=CC=CC=C12)=O (oxindole), [H-].[Na+] (sodium hydride), ClC1=NC=NC2=CC(=C(C=C12)OC)OC (4-chloro-6,7-dimethoxyquinazoline). The solvent is C1CCOC1 (THF), C1CCOC1 (THF), C1CCOC1 (THF). Conditions: time 15 minute. The product is COC=1C=C2C(=NC=NC2=CC1OC)C1C(NC2=CC=CC=C12)=O (6,7-dimethoxy-4-(oxindol-3-yl)quinazoline). Isolated yield 12.0%. RXN SMILES: [NH:1]1[C:9]2[C:4](=[CH:5][CH:6]=[CH:7][CH:8]=2)[CH2:3][C:2]1=[O:10].[H-].[Na+].Cl[C:14]1[C:23]2[C:18](=[CH:19][C:20]([O:26][CH3:27])=[C:21]([O:24][CH3:25])[CH:22]=2)[N:17]=[CH:16][N:15]=1>C1COCC1>[CH3:25][O:24][C:21]1[CH:22]=[C:23]2[C:18](=[CH:19][C:20]=1[O:26][CH3:27])[N:17]=[CH:16][N:15]=[C:14]2[CH:3]1[C:4]2[C:9](=[CH:8][CH:7]=[CH:6][CH:5]=2)[NH:1][C:2]1=[O:10] |f:1.2|. Procedure: A solution of oxindole (266 mg, 2.0 mmol) in THF (2 ml) was added dropwise under nitrogen to a stirred suspension of sodium hydride (80 mg, of a 60% dispersion in mineral oil, 2.0 mmol) in THF (1 ml). After stirring the resulting mixture for 15 minutes at ambient temperature, a solution of 4-chloro-6,7-dimethoxyquinazoline (449 mg, 2.0 mmol), (prepared as described for the starting material in Example 1), in THF (20 ml) was added. The mixture was stirred at ambient temperature for 2 hours, quenc... The reactants are NCCN, COC(=S)CCCCSC1CCCCO1. As a reaction SMILES: [NH2:16][CH2:17][CH2:18][NH2:19].[O:1]1[CH:2]([S:7][CH2:8][CH2:9][CH2:10][CH2:11][C:12](=[S:13])[O:14][CH3:15])[CH2:3][CH2:4][CH2:5][CH2:6]1>>[O:1]1[CH:2]([S:7][CH2:8][CH2:9][CH2:10][CH2:11][C:12](=[S:13])[NH:19][CH2:18][CH2:17][NH2:16])[CH2:3][CH2:4][CH2:5][CH2:6]1. Product: NCCNC(=S)CCCCSC1CCCCO1. Starting materials: CI, COc1ccc(Cl)c(CC(=O)c2ccc3oc(=O)n(C)c3c2)c1, [H-], [Na+], CN(C)C=O. Product: COc1ccc(Cl)c(C(C)C(=O)c2ccc3oc(=O)n(C)c3c2)c1. RXN SMILES: [CH3:26][I:27].[Cl:1][c:2]1[c:3]([CH2:10][C:11](=[O:12])[c:13]2[cH:14][cH:15][c:16]3[c:17]([n:18]([CH3:22])[c:19](=[O:21])[o:20]3)[cH:23]2)[cH:4][c:5]([O:8][CH3:9])[cH:6][cH:7]1.[H-:24].[Na+:25].[O:28]=[CH:29][N:30]([CH3:31])[CH3:32]>>[Cl:1][c:2]1[c:3]([CH:10]([C:11](=[O:12])[c:13]2[cH:14][cH:15][c:16]3[c:17]([n:18]([CH3:22])[c:19](=[O:21])[o:20]3)[cH:23]2)[CH3:26])[cH:4][c:5]([O:8][CH3:9])[cH:6][cH:7]1. Starting materials: COc1cccc(C(=O)Nc2c[nH]c3ncc(Br)c(F)c23)n1, CCCCO, CC(C)(C)OC(=O)NC1CCCNC1. Product: COc1cccc(C(=O)Nc2c[nH]c3ncc(Br)c(N4CCCC(NC(=O)OC(C)(C)C)C4)c23)n1. As a reaction SMILES: [Br:1][c:2]1[c:3]([F:22])[c:4]2[c:5]([n:6][cH:7]1)[nH:8][cH:9][c:10]2[NH:11][C:12]([c:13]1[n:14][c:15]([O:19][CH3:20])[cH:16][cH:17][cH:18]1)=[O:21].[CH2:37]([OH:38])[CH2:39][CH2:40][CH3:41].[NH:23]1[CH2:24][CH:25]([NH:29][C:30]([O:31][C:32]([CH3:33])([CH3:34])[CH3:35])=[O:36])[CH2:26][CH2:27][CH2:28]1>>[Br:1][c:2]1[c:3]([N:23]2[CH2:24][CH:25]([NH:29][C:30]([O:31][C:32]([CH3:33])([CH3:34])[CH3:35])=[O:36])[CH2:26][CH2:27][CH2:28]2)[c:4]2[c:5]([n:6][cH:7]1)[nH:8][cH:9][c:10]2[NH:11][C:12]([c:13]1[n:14][c:15]([O:19][CH3:20])[cH:16][cH:17][cH:18]1)=[O:21]. The reactants are C[O-].[Na+] (sodium methoxide), C(C)(=O)OCC (ethyl acetate), C(C)(C)(C)OC(=O)NCCNC(=O)C1=CC=CC=2C=C(CCOC21)C(=O)OC (methyl 2,3-dihydro-9-[2-(tert-butoxycarbonylamino)ethylaminocarbonyl]-1-benzoxepin-4-carboxylate), Cl.NC(=N)N (guanidine hydrochloride). Solvent: CO (methanol), O (water), CN(C=O)C (N,N-dimethylformamide). Run at time 8 hour. Yields the product C(C)(C)(C)OC(=O)NCCNC(=O)C1=CC=CC=2C=C(CCOC21)C(=O)NC(=N)N ({2,3-dihydro-9-[2-(tert-butoxycarbonylamino)ethylaminocarbonyl]-1-benzoxepin-4-carbonyl}guanidine). The yield is 76.5%. As a reaction SMILES: [C:1]([O:5][C:6]([NH:8][CH2:9][CH2:10][NH:11][C:12]([C:14]1[C:24]2[O:23][CH2:22][CH2:21][C:20]([C:25](OC)=[O:26])=[CH:19][C:18]=2[CH:17]=[CH:16][CH:15]=1)=[O:13])=[O:7])([CH3:4])([CH3:3])[CH3:2].Cl.[NH2:30][C:31]([NH2:33])=[NH:32].C[O-].[Na+].C(OCC)(=O)C>CN(C)C=O.CO.O>[C:1]([O:5][C:6]([NH:8][CH2:9][CH2:10][NH:11][C:12]([C:14]1[C:24]2[O:23][CH2:22][CH2:21][C:20]([C:25]([NH:32][C:31]([NH2:33])=[NH:30])=[O:26])=[CH:19][C:18]=2[CH:17]=[CH:16][CH:15]=1)=[O:13])=[O:7])([CH3:4])([CH3:3])[CH3:2] |f:1.2,3.4|. Procedure: To a mixture of methyl 2,3-dihydro-9-[2-(tert-butoxycarbonylamino)ethylaminocarbonyl]-1-benzoxepin-4-carboxylate (1.1 g) and guanidine hydrochloride (1.3 g) in N,N-dimethylformamide (11 ml) was added 28% sodium methoxide in methanol (2.6 ml). The reaction mixture was stirred for 8 hours at ambient temperature, and the mixture was poured into a mixture of ethyl acetate and water. The separated organic layer was washed with water, dried over magnesium sulfate and evaporated in vacuo to give {2,3-d... Starting materials: C(C(=O)Cl)(=O)Cl (oxalyl chloride), CN(C=O)C (dimethylformamide), [N+](=O)([O-])C1=CC=C(COC(=O)N2[C@@H](C[C@@H](C2)SC(C)=O)CC(=O)O)C=C1 ((2R,4S)-1-(p-Nitrobenzyloxycarbonyl)-2-carboxymethyl-4-acetylthiopyrrolidine). Run in C(Cl)Cl (methylene chloride). Run at time 2 hour. Yields the product [N+](=O)([O-])C1=CC=C(COC(=O)N2[C@@H](C[C@@H](C2)SC(C)=O)CC(=O)N(C)C)C=C1 ((2R,4S)-1-(p-nitrobenzyloxycarbonyl)-2-dimethylaminocarbonylmethyl-4-acetylthiopyrrolidine). Reaction SMILES: [N+:1]([C:4]1[CH:26]=[CH:25][C:7]([CH2:8][O:9][C:10]([N:12]2[CH2:16][C@@H:15]([S:17][C:18](=[O:20])[CH3:19])[CH2:14][C@H:13]2[CH2:21][C:22](O)=[O:23])=[O:11])=[CH:6][CH:5]=1)([O-:3])=[O:2].C(Cl)(=O)C(Cl)=O.[CH3:33][N:34](C)[CH:35]=O>C(Cl)Cl>[N+:1]([C:4]1[CH:26]=[CH:25][C:7]([CH2:8][O:9][C:10]([N:12]2[CH2:16][C@@H:15]([S:17][C:18](=[O:20])[CH3:19])[CH2:14][C@H:13]2[CH2:21][C:22]([N:34]([CH3:35])[CH3:33])=[O:23])=[O:11])=[CH:6][CH:5]=1)([O-:3])=[O:2]. Procedure details: (2R,4S)-1-(p-Nitrobenzyloxycarbonyl)-2-carboxymethyl-4-acetylthiopyrrolidine (125 mg) was dissolved in 1 ml of dry methylene chloride, and 0.1 ml of oxalyl chloride and a catalytic amount of dimethylformamide were added thereto, followed by stirring at room temperature for 2 hours. The reaction mixture was distilled to remove the solvent, and dry benzene was added to the residue, followed by distillation of benzene. After two times repetition of the above procedure, the resulting residue was dis...